Dataset: the Open Reaction Database (ORD), a public repository of structured organic reaction records. Task: describe an organic reaction: reactants, conditions, products, and yield Reactants: CC(C)(C)OC(=O)NCCCC(C(=O)NCCNC(=O)OC(C)(C)C)N(Cc1ccccc1)C(=O)[O-], CCO. Yields the product CC(C)(C)OC(=O)NCCCC(N)C(=O)NCCNC(=O)OC(C)(C)C. RXN SMILES: [CH2:1]([c:5]1[cH:6][cH:7][cH:9][cH:10][cH:11]1)[N:8]([C:2](=[O:3])[O-:4])[CH:12]([CH2:13][CH2:14][CH2:15][NH:16][C:17](=[O:18])[O:19][C:20]([CH3:21])([CH3:22])[CH3:23])[C:24](=[O:25])[NH:26][CH2:27][CH2:28][NH:29][C:30](=[O:31])[O:32][C:33]([CH3:34])([CH3:35])[CH3:36].[CH3:37][CH2:38][OH:39]>>[NH2:8][CH:12]([CH2:13][CH2:14][CH2:15][NH:16][C:17](=[O:18])[O:19][C:20]([CH3:21])([CH3:22])[CH3:23])[C:24](=[O:25])[NH:26][CH2:27][CH2:28][NH:29][C:30](=[O:31])[O:32][C:33]([CH3:34])([CH3:35])[CH3:36]. Reactants: CC(C)(C)O, COc1ccc2[nH]c(C)c(C=C3SC(SC)=NC3=O)c2c1, CC(C)(C)[O-], [K+], N#CN, O. The product is COc1ccc2[nH]c(C)c(C=C3SC(NC#N)=NC3=O)c2c1. As a reaction SMILES: [C:32]([OH:33])([CH3:34])([CH3:35])[CH3:36].[CH3:10][O:11][c:12]1[cH:13][c:14]2[c:15]([CH:22]=[C:23]3[C:24](=[O:30])[N:25]=[C:26]([S:28][CH3:29])[S:27]3)[c:16]([CH3:21])[nH:17][c:18]2[cH:19][cH:20]1.[CH3:1][C:2]([CH3:3])([O-:4])[CH3:5].[K+:6].[NH2:7][C:8]#[N:9].[OH2:31]>>[N:7]#[C:8][NH:9][C:26]1=[N:25][C:24](=[O:30])[C:23](=[CH:22][c:15]2[c:14]3[cH:13][c:12]([O:11][CH3:10])[cH:20][cH:19][c:18]3[nH:17][c:16]2[CH3:21])[S:27]1. Reactants: BrC1=C(C(=CC(=C1)C1=C2C=CC=CC2=C(C2=C1C1=C(S2)C=CC=C1)Br)O)O (3-bromo-5-(6-bromo-benzo[b]naphtho[2,3-d]thiophen-11-yl)-benzene-1,2-diol), C([O-])([O-])=O.[K+].[K+] (potassium carbonate), C(C1=CC=CC=C1)Br (Benzyl bromide). Run in CN(C)C=O (DMF). Reaction conditions: temperature 0 celsius, time 20 minute. The product is BrC=1C(=C(C=C(C1)C1=C2C=CC=CC2=C(C2=C1C1=C(S2)C=CC=C1)Br)O)OCC1=CC=CC=C1 (3-Bromo-5-(6-bromo-benzo[b]naphtho[2,3-d]thiophen-11-yl)-2-benzyloxy-phenol). Isolated yield 58.9%. As a reaction SMILES: [Br:1][C:2]1[CH:7]=[C:6]([C:8]2[C:17]3[C:18]4[CH:24]=[CH:23][CH:22]=[CH:21][C:19]=4[S:20][C:16]=3[C:15]([Br:25])=[C:14]3[C:9]=2[CH:10]=[CH:11][CH:12]=[CH:13]3)[CH:5]=[C:4]([OH:26])[C:3]=1[OH:27].C(=O)([O-])[O-].[K+].[K+].[CH2:34](Br)[C:35]1[CH:40]=[CH:39][CH:38]=[CH:37][CH:36]=1>CN(C=O)C>[Br:1][C:2]1[C:3]([O:27][CH2:34][C:35]2[CH:40]=[CH:39][CH:38]=[CH:37][CH:36]=2)=[C:4]([OH:26])[CH:5]=[C:6]([C:8]2[C:17]3[C:18]4[CH:24]=[CH:23][CH:22]=[CH:21][C:19]=4[S:20][C:16]=3[C:15]([Br:25])=[C:14]3[C:9]=2[CH:10]=[CH:11][CH:12]=[CH:13]3)[CH:7]=1 |f:1.2.3|. Procedure: A suspension of 3-bromo-5-(6-bromo-benzo[b]naphtho[2,3-d]thiophen-11-yl)-benzene-1,2-diol (0.390 g, 0.78 mmol) and potassium carbonate (0.108 g, 0.78 mmol) in DMF (4 mL) was stirred at 0 ° C. under a dry N2 atmosphere for 20 min. Benzyl bromide (0.093 mL, 0.78 mmol) was added dropwise to this mixture over a period of ten minutes. After the mixture was stirred at 0 ° C. for 6.5 h., the reaction mixture was quenched with aqueous hydrochloric acid to pH 1 and further diluted with water (60 mL) and ...